This data is from the Open Reaction Database (ORD), a public repository of structured organic reaction records. The task is: describe an organic reaction: reactants, conditions, products, and yield Reactants: O=CN1CCc2ccccc21, O=S(=O)(O)Cl. The product is O=CN1CCc2cc(S(=O)(=O)Cl)ccc21. Reaction SMILES: [CH:6](=[O:7])[N:8]1[CH2:9][CH2:10][c:11]2[cH:12][cH:13][cH:14][cH:15][c:16]21.[Cl:1][S:2](=[O:3])(=[O:4])[OH:5]>>[Cl:1][S:2](=[O:3])(=[O:5])[c:13]1[cH:12][c:11]2[c:16]([cH:15][cH:14]1)[N:8]([CH:6]=[O:7])[CH2:9][CH2:10]2. Product: C(C)(C)(C)OC(=O)N1CCC(CC1)C1CC=2C(=CN=C(C2)N2CCNCC2)O1 (4-(5-piperazin-1-yl-2,3-dihydro-furo[2,3-c]pyridin-2-yl)-piperidine-1-carboxylic acid tert-butyl ester). The reactants are C(C1=CC=CC=C1)OC(=O)N1CCN(CC1)C=1C=C2C(=CN1)OC(C2)C2CCN(CC2)C(=O)OC(C)(C)C (4-[2-(1-tert-butoxycarbonyl-piperidin-4-yl)-2,3-dihydro-furo[2,3-c]pyridin-5-yl]-piperazine-1-carboxylic acid benzyl ester). Procedure details: The title compound is prepared by catalytic hydrogenation of 4-[2-(1-tert-butoxycarbonyl-piperidin-4-yl)-2,3-dihydro-furo[2,3-c]pyridin-5-yl]-piperazine-1-carboxylic acid benzyl ester in methanol in the presence of 10% Pd/C. LC (method 10): tR=1.28 min; Mass spectrum (ESI+): m/z=389 [M+H]+. Solvent: CO (methanol). As a reaction SMILES: C(OC([N:11]1[CH2:16][CH2:15][N:14]([C:17]2[CH:18]=[C:19]3[CH2:25][CH:24]([CH:26]4[CH2:31][CH2:30][N:29]([C:32]([O:34][C:35]([CH3:38])([CH3:37])[CH3:36])=[O:33])[CH2:28][CH2:27]4)[O:23][C:20]3=[CH:21][N:22]=2)[CH2:13][CH2:12]1)=O)C1C=CC=CC=1>CO.[Pd]>[C:35]([O:34][C:32]([N:29]1[CH2:30][CH2:31][CH:26]([CH:24]2[O:23][C:20]3=[CH:21][N:22]=[C:17]([N:14]4[CH2:13][CH2:12][NH:11][CH2:16][CH2:15]4)[CH:18]=[C:19]3[CH2:25]2)[CH2:27][CH2:28]1)=[O:33])([CH3:38])([CH3:36])[CH3:37]. The reagents and catalysts are [Pd] (Pd/C). Starting materials: ClC1=C2C(=NC=C1)C(=CN2)C(C(=O)O)=O ((7-chloro-1H-pyrrolo[3,2-b]pyridin-3-yl)-oxo-acetic acid), Cl.BrC(=C1CCNCC1)C1=CC=CC=C1 (4-(bromophenylmethylene)-piperidine hydrochloride salt), C(C)(C)N(CC)C(C)C (diisopropylethylamine), C1COC(=O)N1P(=O)(N2CCOC2=O)Cl (BOPCl), C(C)(C)N(CC)C(C)C (diisopropylethylamine), C1COC(=O)N1P(=O)(N2CCOC2=O)Cl (BOPCl). The solvent is C(Cl)(Cl)Cl (chloroform). Run at time 2 day. Product: BrC(=C1CCN(CC1)C(C(=O)C1=CNC=2C1=NC=CC2Cl)=O)C2=CC=CC=C2 (1-[4-(Bromo-phenyl-methylene)-piperidin-1-yl]-2-(7-chloro-1H-pyrrolo[3,2-b]pyridin-3-yl)-ethane-1,2-dione). RXN SMILES: [Cl:1][C:2]1[CH:7]=[CH:6][N:5]=[C:4]2[C:8]([C:11](=[O:15])[C:12]([OH:14])=O)=[CH:9][NH:10][C:3]=12.Cl.[Br:17][C:18]([C:25]1[CH:30]=[CH:29][CH:28]=[CH:27][CH:26]=1)=[C:19]1[CH2:24][CH2:23][NH:22][CH2:21][CH2:20]1.C(N(C(C)C)CC)(C)C.C1N(P(Cl)(N2C(=O)OCC2)=O)C(=O)OC1>C(Cl)(Cl)Cl>[Br:17][C:18]([C:25]1[CH:30]=[CH:29][CH:28]=[CH:27][CH:26]=1)=[C:19]1[CH2:20][CH2:21][N:22]([C:12](=[O:14])[C:11]([C:8]2[C:4]3=[N:5][CH:6]=[CH:7][C:2]([Cl:1])=[C:3]3[NH:10][CH:9]=2)=[O:15])[CH2:23][CH2:24]1 |f:1.2|. Procedure: To a solution of (7-chloro-1H-pyrrolo[3,2-b]pyridin-3-yl)-oxo-acetic acid (191 mg, 0.87 mmol), 4-(bromophenylmethylene)-piperidine hydrochloride salt (245 mg, 0.85 mmol) and diisopropylethylamine (440 mg, 3.4 mmol) in chloroform (10 mL) was added BOPCl (261 mg, 1.02 mmol). The reaction solution was stirred two days, treated with additional diisopropylethylamine (440 mg, 3.4 mmol) and BOPCl (130 mg, 0.50 mmol) and stirred three days. The reaction mixture was concentrated, dissolved into MeOH and ... Reactants: ClC1=C2C=CN(C2=CC=C1)N (4-Chloro-indol-1-ylamine), CN(C=1OC(C=C(N1)C(F)(F)F)=O)C (2-dimethylamino-4-trifluoromethyl-[1,3]oxazin-6-one). The solvent is C(C)(=O)O (acetic acid), C(C)(=O)O (acetic acid). Run at time 4.5 hour. Yields the product ClC1=C2C=CN(C2=CC=C1)N1C(NC(=CC1=O)C(F)(F)F)=O (3-(4-chloro-indol-1-yl)-6-trifluoromethyl-1H-pyrimidine-2,4-dione). As a reaction SMILES: [Cl:1][C:2]1[CH:10]=[CH:9][CH:8]=[C:7]2[C:3]=1[CH:4]=[CH:5][N:6]2[NH2:11].CN(C)[C:14]1[O:15][C:16](=[O:24])[CH:17]=[C:18]([C:20]([F:23])([F:22])[F:21])[N:19]=1>C(O)(=O)C>[Cl:1][C:2]1[CH:10]=[CH:9][CH:8]=[C:7]2[C:3]=1[CH:4]=[CH:5][N:6]2[N:11]1[C:16](=[O:24])[CH:17]=[C:18]([C:20]([F:23])([F:22])[F:21])[NH:19][C:14]1=[O:15]. Procedure: A mixture of 169A, glacial acetic acid (30 mL) and 2-dimethylamino-4-trifluoromethyl-[1,3]oxazin-6-one (2.76 g, 13.3 mmol) is stirred for 4.5 h under reflux, whereupon the acetic acid was removed in vacuo. The residue is diluted with ethyl acetate, washed with water and subsequently dried over sodium sulfate. The crude product (3 g) is obtained after removal of the drying agent by filtration and evaporation of the solvent. The product (0.88 g) is obtained as a brown oil after flash chromatograph... Reactants: C(C1=CC=CC=C1)OC1=C(N(C(=C1OCC1=CC=CC=C1)C(N(C)C)=O)C1=CC=C(C=C1)OC)C(=O)OC(C)C (Isopropyl 3,4-bis(benzyloxy)-5-(dimethylcarbamoyl)-1-(4-methoxyphenyl)-1H-pyrrole-2-carboxylate). Reagents/catalysts: [Pd] (Pd/C). Solvent: CO (methanol). Yields the product CN(C(=O)C1=C(C(=C(N1C1=CC=C(C=C1)OC)C(=O)OC(C)C)O)O)C (isopropyl 5-(dimethylcarbamoyl)-3,4-dihydroxy-1-(4-methoxyphenyl)-1H-pyrrole-2-carboxylate). RXN SMILES: C([O:8][C:9]1[C:13]([O:14]CC2C=CC=CC=2)=[C:12]([C:22](=[O:26])[N:23]([CH3:25])[CH3:24])[N:11]([C:27]2[CH:32]=[CH:31][C:30]([O:33][CH3:34])=[CH:29][CH:28]=2)[C:10]=1[C:35]([O:37][CH:38]([CH3:40])[CH3:39])=[O:36])C1C=CC=CC=1>CO.[Pd]>[CH3:25][N:23]([CH3:24])[C:22]([C:12]1[N:11]([C:27]2[CH:28]=[CH:29][C:30]([O:33][CH3:34])=[CH:31][CH:32]=2)[C:10]([C:35]([O:37][CH:38]([CH3:39])[CH3:40])=[O:36])=[C:9]([OH:8])[C:13]=1[OH:14])=[O:26]. Reported procedure: A solution of isopropyl 3,4-bis(benzyloxy)-5-(dimethylcarbamoyl)-1-(4-methoxyphenyl)-1H-pyrrole-2-carboxylate (8) (130 mg, 0.240 mmol) in methanol (5 mL) was passed through a Thales ‘H-cube’ cartridge (10% Pd/C) at a flow rate of 1 mL/min at 30° C. under H2 (full H2 mode). The output was concentrated in vacuo to afford isopropyl 5-(dimethylcarbamoyl)-3,4-dihydroxy-1-(4-methoxyphenyl)-1H-pyrrole-2-carboxylate (UL1-035) (69 mg, 79%) as a white solid: m/z 363 (M+H)+ (ES+); 361 (M−H)− (ES−). 1H NMR ... Starting materials: [Cl-].C(#N)C=1C=CC2=C(C=C(O2)C[P+](C2=CC=CC=C2)(C2=CC=CC=C2)C2=CC=CC=C2)C1 ((5-cyano-2-benzofuranyl)methyltriphenylphosphonium chloride), C(CC(O)(C(=O)O)CC(=O)O)(=O)O (citric acid), C(C)(C)(C)ON1C([C@H](CC1)OC1=CC=C(C=C1)C(C(=O)OCC)=O)=C=O (ethyl 2 -[4 -[((3S)-1-tert-butoxy-carbonyl-3-pyrrolidinyl)oxy]phenyl]-2-oxoacetate), O1CCCC1 (tetrahydrofuran), [H-].[Na+] (sodium hydride). Solvent: C(C)O (ethanol), C1(=CC=CC=C1)C.C(C)(=O)OCC (toluene ethyl acetate). The product is C(C)(C)(C)OC(=O)N1C[C@H](CC1)OC1=CC=C(C=C1)C(C(=O)OCC)=CC=1OC2=C(C1)C=C(C=C2)C#N (ethyl 2-[4-[((3S)-1-tert-butoxycarbonyl-3-pyrrolidinyl)oxy]phenyl]-3-(5-cyano-2-benzofuranyl)acrylate). Reaction SMILES: C(O[N:6]1[CH2:10][CH2:9][C@H:8]([O:11][C:12]2[CH:17]=[CH:16][C:15]([C:18](=O)[C:19]([O:21][CH2:22][CH3:23])=[O:20])=[CH:14][CH:13]=2)[C:7]1=C=O)(C)(C)C.[Cl-].[C:28]([C:30]1[CH:31]=[CH:32][C:33]2[O:37][C:36]([CH2:38][P+](C3C=CC=CC=3)(C3C=CC=CC=3)C3C=CC=CC=3)=[CH:35][C:34]=2[CH:58]=1)#[N:29].[H-].[Na+].C(O)(=O)[CH2:62][C:63]([CH2:68]C(O)=O)([C:65](O)=O)[OH:64].[O:74]1CCC[CH2:75]1>C1(C)C=CC=CC=1.C(OCC)(=O)C.C(O)C>[C:63]([O:64][C:75]([N:6]1[CH2:10][CH2:9][C@H:8]([O:11][C:12]2[CH:13]=[CH:14][C:15]([C:18](=[CH:38][C:36]3[O:37][C:33]4[CH:32]=[CH:31][C:30]([C:28]#[N:29])=[CH:58][C:34]=4[CH:35]=3)[C:19]([O:21][CH2:22][CH3:23])=[O:20])=[CH:16][CH:17]=2)[CH2:7]1)=[O:74])([CH3:62])([CH3:65])[CH3:68] |f:1.2,3.4,7.8|. Reported procedure: 3.12 g of ethyl 2 -[4 -[((3S)-1-tert-butoxy-carbonyl-3-pyrrolidinyl)oxy]phenyl]-2-oxoacetate was dissolved in 100 ml of tetrahydrofuran, followed by the addition of 4.65 g of (5-cyano-2-benzofuranyl)methyltriphenylphosphonium chloride. To the thus prepared solution was added 400 mg of 60% sodium hydride. With stirring, to the resulting mixture was added dropwise 3 ml of ethanol, followed by stirring at room temperature for 1 hour. The resulting reaction solution was neutralized with 10% citric a... RXN SMILES: [CH3:1][C:2]1[N:6]2[C:7]3[CH:13]=[C:12]([CH3:14])[NH:11][C:8]=3[CH:9]=[CH:10][C:5]2=[N:4][N:3]=1.[H-].[Na+].Br[CH2:18][C:19]1[CH:24]=[CH:23][CH:22]=[CH:21][C:20]=1[CH3:25]>CN(C=O)C>[CH3:1][C:2]1[N:6]2[C:7]3[CH:13]=[C:12]([CH3:14])[N:11]([CH2:18][C:19]4[CH:24]=[CH:23][CH:22]=[CH:21][C:20]=4[CH3:25])[C:8]=3[CH:9]=[CH:10][C:5]2=[N:4][N:3]=1 |f:1.2|. The reactants are CC1=NN=C2N1C1=C(C=C2)NC(=C1)C (1,7-dimethyl-6H-pyrrolo[2,3-e][1,2,4]triazolo[4,3-a]pyridine), [H-].[Na+] (sodium hydride), BrCC1=C(C=CC=C1)C (1-(bromomethyl)-2-methylbenzene). Run in CN(C)C=O (DMF). Reaction conditions: time 10 minute. Reported procedure: To a solution of 1,7-dimethyl-6H-pyrrolo[2,3-e][1,2,4]triazolo[4,3-a]pyridine (15.0 mg, 0.0806 mmol, from Example 2, Step 5) in DMF (2.2 mL) was added sodium hydride (0.0098 g, 0.24 mmol, 60% in mineral oil). After stirring for 10 minutes, 1-(bromomethyl)-2-methylbenzene (0.015 g, 0.080 mmol, Aldrich) was added. After stirring for 45 minutes, the reaction was quenched by the addition of water and diluted to 5 mL volume with MeCN. The solution was filtered and purified by preparative HPLC-MS (Wat... Product: CC1=NN=C2N1C1=C(C=C2)N(C(=C1)C)CC1=C(C=CC=C1)C (1,7-dimethyl-6-(2-methylbenzyl)-6H-pyrrolo[2,3-e][1,2,4]triazolo[4,3-a]pyridine). Reactants: C(C)(=O)O (acetic acid), NC1=C(N=CN1C(C(C)O)CCCCCC)C#N (5-amino-1-(2-hydroxynon-3-yl)-1H-imidazole-4-carbonitrile), [OH-].[K+] (potassium hydroxide), S (hydrogen sulphide). Solvent: CO (methanol), O (water). The product is NC1=C(N=CN1C(C(C)O)CCCCCC)C(N)=S (5-amino-1-(2-hydroxynon-3-yl)-1H-imidazole-4-carbothioamide). RXN SMILES: [NH2:1][C:2]1[N:6]([CH:7]([CH2:11][CH2:12][CH2:13][CH2:14][CH2:15][CH3:16])[CH:8]([OH:10])[CH3:9])[CH:5]=[N:4][C:3]=1[C:17]#[N:18].[OH-].[K+].[SH2:21].C(O)(=O)C>CO.O>[NH2:1][C:2]1[N:6]([CH:7]([CH2:11][CH2:12][CH2:13][CH2:14][CH2:15][CH3:16])[CH:8]([OH:10])[CH3:9])[CH:5]=[N:4][C:3]=1[C:17](=[S:21])[NH2:18] |f:1.2|. Reported procedure: A solution of erythro 5-amino-1-(2-hydroxynon-3-yl)-1H-imidazole-4-carbonitrile (1.02 g; 0.004 m) and potassium hydroxide (0.91 g; 0.163 m) in dry methanol (80 ml) was cooled to 0°, saturated with hydrogen sulphide, and heated to 100° for 5 hours. After cooling to 0°, nitrogen was passed through the solution to remove excess hydrogen sulphide and the residue was evaporated in vacuo to give a yellow solid. This solid was suspended in water and acetic acid added dropwise to pH5. The resulting prec... Starting materials: C1CCOC1, CC(C)OC(=O)N=NC(=O)OC(C)C, CN1CC(c2ccccc2)C2(CCCN(C(=O)C(CCO)NC(=O)OC(C)(C)C)C2)C1=O, Oc1ccccc1, c1ccc(P(c2ccccc2)c2ccccc2)cc1. Product: CN1CC(c2ccccc2)C2(CCCN(C(=O)C(CCOc3ccccc3)NC(=O)OC(C)(C)C)C2)C1=O. Reaction SMILES: [CH2:73]1[O:74][CH2:75][CH2:76][CH2:77]1.[O:59]=[C:60]([O:61][CH:62]([CH3:63])[CH3:64])[N:65]=[N:66][C:67]([O:68][CH:69]([CH3:70])[CH3:71])=[O:72].[OH:1][CH2:2][CH2:3][CH:4]([C:5](=[O:6])[N:7]1[CH2:8][C:9]2([CH:10]([c:16]3[cH:17][cH:18][cH:19][cH:20][cH:21]3)[CH2:11][N:12]([CH3:15])[C:13]2=[O:14])[CH2:22][CH2:23][CH2:24]1)[NH:25][C:26]([O:27][C:28]([CH3:29])([CH3:30])[CH3:31])=[O:32].[OH:33][c:34]1[cH:35][cH:36][cH:37][cH:38][cH:39]1.[c:40]1([P:41]([c:42]2[cH:43][cH:44][cH:45][cH:46][cH:47]2)[c:48]2[cH:49][cH:50][cH:51][cH:52][cH:53]2)[cH:54][cH:55][cH:56][cH:57][cH:58]1>>[O:1]([CH2:2][CH2:3][CH:4]([C:5](=[O:6])[N:7]1[CH2:8][C:9]2([CH:10]([c:16]3[cH:17][cH:18][cH:19][cH:20][cH:21]3)[CH2:11][N:12]([CH3:15])[C:13]2=[O:14])[CH2:22][CH2:23][CH2:24]1)[NH:25][C:26]([O:27][C:28]([CH3:29])([CH3:30])[CH3:31])=[O:32])[c:34]1[cH:35][cH:36][cH:37][cH:38][cH:39]1. The reactants are CC(=O)O[BH-](OC(C)=O)OC(C)=O, C1COCCN1, CC(=O)O, CN(C)C=O, N#Cc1cnc2cc(-c3ccc(C=O)cc3)sc2c1Nc1ccc(Oc2ccccc2)cc1, ClCCl, [Na+]. The product is N#Cc1cnc2cc(-c3ccc(CN4CCOCC4)cc3)sc2c1Nc1ccc(Oc2ccccc2)cc1. Reaction SMILES: [C:40]([O:41][BH-:42]([O:43][C:44](=[O:45])[CH3:46])[O:47][C:48](=[O:49])[CH3:50])(=[O:51])[CH3:52].[CH2:1]1[CH2:2][O:3][CH2:4][CH2:5][NH:6]1.[CH3:54][C:55](=[O:56])[OH:57].[CH3:61][N:62]([CH3:63])[CH:64]=[O:65].[CH:7](=[O:8])[c:9]1[cH:10][cH:11][c:12](-[c:15]2[cH:16][c:17]3[n:18][cH:19][c:20]([C:38]#[N:39])[c:21]([NH:24][c:25]4[cH:26][cH:27][c:28]([O:31][c:32]5[cH:33][cH:34][cH:35][cH:36][cH:37]5)[cH:29][cH:30]4)[c:22]3[s:23]2)[cH:13][cH:14]1.[Cl:58][CH2:59][Cl:60].[Na+:53]>>[CH2:1]1[CH2:2][O:3][CH2:4][CH2:5][N:6]1[CH2:7][c:9]1[cH:10][cH:11][c:12](-[c:15]2[cH:16][c:17]3[n:18][cH:19][c:20]([C:38]#[N:39])[c:21]([NH:24][c:25]4[cH:26][cH:27][c:28]([O:31][c:32]5[cH:33][cH:34][cH:35][cH:36][cH:37]5)[cH:29][cH:30]4)[c:22]3[s:23]2)[cH:13][cH:14]1.